This data is from the Open Reaction Database (ORD), a public repository of structured organic reaction records. The task is: describe an organic reaction: reactants, conditions, products, and yield Reactants: O=[N+]([O-])c1ccc(Br)cn1, O=C([O-])[O-], C=CCN1CCNCC1, Cc1ccccc1, O=C(C=Cc1ccccc1)C=Cc1ccccc1, O=C(C=Cc1ccccc1)C=Cc1ccccc1, O=C(C=Cc1ccccc1)C=Cc1ccccc1, [Cl-], [Cs+], [Cs+], [NH4+], [Pd], [Pd], c1ccc(P(c2ccccc2)c2ccc3ccccc3c2-c2c(P(c3ccccc3)c3ccccc3)ccc3ccccc23)cc1. Product: C=CCN1CCN(c2ccc([N+](=O)[O-])nc2)CC1. As a reaction SMILES: [Br:62][c:63]1[cH:64][cH:65][c:66]([N+:69](=[O:70])[O-:71])[n:67][cH:68]1.[C:56](=[O:57])([O-:58])[O-:59].[CH2:1]([CH:2]=[CH2:3])[N:4]1[CH2:5][CH2:6][NH:7][CH2:8][CH2:9]1.[CH3:74][c:75]1[cH:76][cH:77][cH:78][cH:79][cH:80]1.[CH:101](=[CH:102][C:103]([CH:104]=[CH:105][c:106]1[cH:107][cH:108][cH:109][cH:110][cH:111]1)=[O:112])[c:113]1[cH:114][cH:115][cH:116][cH:117][cH:118]1.[CH:119](=[CH:120][C:121]([CH:122]=[CH:123][c:124]1[cH:125][cH:126][cH:127][cH:128][cH:129]1)=[O:130])[c:131]1[cH:132][cH:133][cH:134][cH:135][cH:136]1.[CH:83](=[CH:84][C:85]([CH:86]=[CH:87][c:88]1[cH:89][cH:90][cH:91][cH:92][cH:93]1)=[O:94])[c:95]1[cH:96][cH:97][cH:98][cH:99][cH:100]1.[Cl-:72].[Cs+:60].[Cs+:61].[NH4+:73].[Pd:81].[Pd:82].[c:10]1([P:11]([c:12]2[cH:13][cH:14][cH:15][cH:16][cH:17]2)[c:18]2[cH:19][cH:20][c:21]3[c:22]([cH:23][cH:24][cH:25][cH:26]3)[c:27]2-[c:28]2[c:29]3[c:30]([cH:31][cH:32][cH:33][cH:34]3)[cH:35][cH:36][c:37]2[P:38]([c:39]2[cH:40][cH:41][cH:42][cH:43][cH:44]2)[c:45]2[cH:46][cH:47][cH:48][cH:49][cH:50]2)[cH:51][cH:52][cH:53][cH:54][cH:55]1>>[CH2:1]([CH:2]=[CH2:3])[N:4]1[CH2:5][CH2:6][N:7]([c:63]2[cH:64][cH:65][c:66]([N+:69](=[O:70])[O-:71])[n:67][cH:68]2)[CH2:8][CH2:9]1. Reactants: O=C1CCCCO1, Cc1ccc(C(C)C)cc1, [K+], [OH-], O, c1ccc2[nH]ccc2c1. Yields the product O=C(O)CCCCc1c[nH]c2ccccc12. RXN SMILES: [C:10]1(=[O:16])[CH2:11][CH2:12][CH2:13][CH2:14][O:15]1.[CH3:20][CH:21]([c:22]1[cH:23][cH:24][c:25]([CH3:26])[cH:27][cH:28]1)[CH3:29].[K+:18].[OH-:17].[OH2:19].[nH:1]1[cH:2][cH:3][c:4]2[cH:5][cH:6][cH:7][cH:8][c:9]12>>[nH:1]1[cH:2][c:3]([CH2:14][CH2:13][CH2:12][CH2:11][C:10](=[O:15])[OH:16])[c:4]2[cH:5][cH:6][cH:7][cH:8][c:9]12. Starting materials: NN1C(C(=C(C2=CC=CC=C12)O)C1=NS(C2=C(N1)C=CC(=C2)OCC2=CC=CC=C2)(=O)=O)=O (1-amino-3-[7-(benzyloxy)-1,1-dioxido-4H-1,2,4-benzothiadiazin-3-yl]-4-hydroxyquinolin-2(1H)-one). Solvent: CN(C(C)=O)C (N,N-dimethylacetamide). Run at temperature 165 celsius. The product is C(C1=CC=CC=C1)OC1=CC2=C(NC(=NS2(=O)=O)C=2C(N(C3=CC=CC=C3C2O)N=CCCC)=O)C=C1 (3-[7-(benzyloxy)-1,1-dioxido-4H-1,2,4-benzothiadiazin-3-yl]-1-[butylideneamino]-4-hydroxyquinolin-2(1H)-one). Isolated yield 162.1%. As a reaction SMILES: [NH2:1][N:2]1[C:11]2[C:6](=[CH:7][CH:8]=[CH:9][CH:10]=2)[C:5]([OH:12])=[C:4]([C:13]2[NH:18][C:17]3[CH:19]=[CH:20][C:21]([O:23][CH2:24][C:25]4[CH:30]=[CH:29][CH:28]=[CH:27][CH:26]=4)=[CH:22][C:16]=3[S:15](=[O:32])(=[O:31])[N:14]=2)[C:3]1=[O:33]>CN(C)C(=O)C>[CH2:24]([O:23][C:21]1[CH:20]=[CH:19][C:17]2[NH:18][C:13]([C:4]3[C:3](=[O:33])[N:2]([N:1]=[CH:3][CH2:4][CH2:5][CH3:6])[C:11]4[C:6]([C:5]=3[OH:12])=[CH:7][CH:8]=[CH:9][CH:10]=4)=[N:14][S:15](=[O:32])(=[O:31])[C:16]=2[CH:22]=1)[C:25]1[CH:26]=[CH:27][CH:28]=[CH:29][CH:30]=1. Reported procedure: The product of Example 304F (0.150 g, 0.32 mmol) and butyrlaldehyde (0.29 mL, 3.24 mmol) in N,N-dimethylacetamide (1.5 mL) were reacted at 120° C. for 25 minutes in a microwave reactor in a sealed tube. The reaction was concentrated under a stream of nitrogen warmed through a manifold heated to 165° C. The resulting residue was triturated with diethyl ether and filtered to give the title compound (0.134 g, 80%). The reactants are O1C(CC=C1)C(=O)O (2,3-dihydrofuran-2-carboxylic acid), C[Si]([N-][Si](C)(C)C)(C)C.[K+] (potassium hexamethyldisilazide), O1C(CCC2=CC=CC=C12)C(=O)O (chromane-2-carboxylic acid), CC(C)([O-])C.[K+] (potassium tert-butoxide). Run in O1CCCC1 (tetrahydrofuran). Procedure details: The title compound was prepared following the procedures described for Reference Example 5 substituting 2,3-dihydrofuran-2-carboxylic acid with chromane-2-carboxylic acid at Step A and potassium tert-butoxide in tetrahydrofuran with potassium hexamethyldisilazide (0.5 M in toluene) at Step B. 1H NMR (500 MHz, CD3OD): δ 7.07 (t, 1H), 7.03 (d, 1H), 6.82 (m, 2H), 2.75 (m, 2H), 2.40 (m, 1H), 1.80 (m, 1H), 1.60 (s, 3H). The product is CC1(OC2=CC=CC=C2CC1)C(=O)O (2-Methylchromane-2-carboxylic acid). As a reaction SMILES: O1C=CC[CH:2]1C(O)=O.[O:9]1[C:18]2[C:13](=[CH:14][CH:15]=[CH:16][CH:17]=2)[CH2:12][CH2:11][CH:10]1[C:19]([OH:21])=[O:20].CC(C)([O-])C.[K+].C[Si](C)(C)[N-][Si](C)(C)C.[K+]>O1CCCC1>[CH3:2][C:10]1([C:19]([OH:21])=[O:20])[CH2:11][CH2:12][C:13]2[C:18](=[CH:17][CH:16]=[CH:15][CH:14]=2)[O:9]1 |f:2.3,4.5|. The reactants are ClC1=CC(=CC=C1)C(=O)OO (Metachloroperbenzoic Acid), C(C)OC(NCCC1=CC=C(C=C1)OC1=CC=C(C=C1)C(C)=O)=O ({2-[4-(4-acetyl-phenoxy)-phenyl]-ethyl}-carbamic acid ethyl ester). Run in C(Cl)(Cl)Cl (chloroform). Reaction conditions: time 72 hour. Yields the product C(C)OC(=O)NCCC1=CC=C(OC2=CC=C(C=C2)OC(C)=O)C=C1 (Acetic acid 4-[4-(2-ethoxycarbonylamino-ethyl)-phenoxy]-phenyl ester). The yield is 40.4%. RXN SMILES: ClC1C=CC=[C:4]([C:8]([O:10]O)=[O:9])C=1.[CH2:12]([O:14][C:15](=[O:35])[NH:16][CH2:17][CH2:18][C:19]1[CH:24]=[CH:23][C:22]([O:25][C:26]2[CH:31]=[CH:30][C:29](C(=O)C)=[CH:28][CH:27]=2)=[CH:21][CH:20]=1)[CH3:13]>C(Cl)(Cl)Cl>[CH2:12]([O:14][C:15]([NH:16][CH2:17][CH2:18][C:19]1[CH:20]=[CH:21][C:22]([O:25][C:26]2[CH:27]=[CH:28][C:29]([O:10][C:8](=[O:9])[CH3:4])=[CH:30][CH:31]=2)=[CH:23][CH:24]=1)=[O:35])[CH3:13]. Procedure details: Metachloroperbenzoic Acid (1.2 g, 4.1 mmol) was added to a solution of {2-[4-(4-acetyl-phenoxy)-phenyl]-ethyl}-carbamic acid ethyl ester (1.0 g, 3.1 mmol) in chloroform (75 mL). Stirred at room temperature for 72 hours, quenched with saturated aqueous Na2S2O3, then extracted with dichloromethane (3×75 mL). The combined dichloromethane extracts were dried over sodium chloride/magnesium sulfate, filtered, and concentrated on a rotary evaporator to yield the crude product (2 g). The crude product w... Starting materials: CN=C=O, CCOC(C)=O, Cl[Cu], Oc1ccc2onc(NCCN3CCOCC3)c2c1. The product is CNC(=O)Oc1ccc2onc(NCCN3CCOCC3)c2c1. As a reaction SMILES: [CH3:20][N:21]=[C:22]=[O:23].[CH3:24][CH2:25][O:26][C:27]([CH3:28])=[O:29].[Cu:30][Cl:31].[O:1]1[CH2:2][CH2:3][N:4]([CH2:7][CH2:8][NH:9][c:10]2[n:11][o:12][c:13]3[c:14]2[cH:15][c:16]([OH:19])[cH:17][cH:18]3)[CH2:5][CH2:6]1>>[O:1]1[CH2:2][CH2:3][N:4]([CH2:7][CH2:8][NH:9][c:10]2[n:11][o:12][c:13]3[c:14]2[cH:15][c:16]([O:19][C:22]([NH:21][CH3:20])=[O:23])[cH:17][cH:18]3)[CH2:5][CH2:6]1. The reactants are ClC1=CC=C(C=C1)C(=O)C(C)(C)Br (2-bromo-prop-2-yl 4-chlorophenyl ketone), N1N=CN=C1 (1,2,4-triazole), C([O-])([O-])=O.[K+].[K+] (potassium carbonate). Run in CC(=O)C (acetone). Product: N1(N=CN=C1)C(C)(C)C(=O)C1=CC=C(C=C1)Cl (4-chlorophenyl 2-(1,2,4-triazol-1-yl)-prop-2-yl ketone). The yield is 25.7%. As a reaction SMILES: [Cl:1][C:2]1[CH:7]=[CH:6][C:5]([C:8]([C:10](Br)([CH3:12])[CH3:11])=[O:9])=[CH:4][CH:3]=1.[NH:14]1[CH:18]=[N:17][CH:16]=[N:15]1.C(=O)([O-])[O-].[K+].[K+]>CC(C)=O>[N:14]1([C:10]([C:8]([C:5]2[CH:6]=[CH:7][C:2]([Cl:1])=[CH:3][CH:4]=2)=[O:9])([CH3:12])[CH3:11])[CH:18]=[N:17][CH:16]=[N:15]1 |f:2.3.4|. Procedure details: 80 g (0.31 mole) of 2-bromo-prop-2-yl 4-chlorophenyl ketone, 26.9 g (0.39 mole) of 1,2,4-triazole and 53.8 g (0.39 mole) of potassium carbonate are heated under reflux in 350 ml of acetone for 6 hours. The mixture is allowed to cool and is filtered and the filtrate is concentrated in vacuo. The residue is taken up in methylene chloride and the mixture is washed with water, dried over sodium sulphate and concentrated in vacuo. The residue is recrystallised from diisopropyl ether. 19.9 g (25.7% of... Reactants: IC=1N=CN(C1)C(C1=CC=CC=C1)(C1=CC=CC=C1)C1=CC=CC=C1 (4-Iodo-1-trityl-1H-imidazole), C(C)[Mg]Br (ethylmagnesium bromide), BrC=1C=CC(=NC1)C (5-bromo-2-methylpyridine). The reagents and catalysts are C=1C=CC(=CC1)[P](C=2C=CC=CC2)(C=3C=CC=CC3)[Pd]([P](C=4C=CC=CC4)(C=5C=CC=CC5)C=6C=CC=CC6)([P](C=7C=CC=CC7)(C=8C=CC=CC8)C=9C=CC=CC9)[P](C=1C=CC=CC1)(C=1C=CC=CC1)C=1C=CC=CC1 (tetrakis(triphenylphosphine)palladium), [Cl-].[Zn+2].[Cl-] (zinc chloride). Solvent: ClCCl (dichloromethane), C1CCOC1 (THF). Conditions: temperature 70 celsius, time 90 minute. Product: N1C=NC(=C1)C=1C=CC(=NC1)C (5-(1H-Imidazol-4-yl)-2-methyl-pyridine). Yield: 63.0%. Reaction SMILES: I[C:2]1[N:3]=[CH:4][N:5](C(C2C=CC=CC=2)(C2C=CC=CC=2)C2C=CC=CC=2)[CH:6]=1.C([Mg]Br)C.Br[C:31]1[CH:32]=[CH:33][C:34]([CH3:37])=[N:35][CH:36]=1>C1COCC1.ClCCl.[Cl-].[Zn+2].[Cl-].C1C=CC([P]([Pd]([P](C2C=CC=CC=2)(C2C=CC=CC=2)C2C=CC=CC=2)([P](C2C=CC=CC=2)(C2C=CC=CC=2)C2C=CC=CC=2)[P](C2C=CC=CC=2)(C2C=CC=CC=2)C2C=CC=CC=2)(C2C=CC=CC=2)C2C=CC=CC=2)=CC=1>[NH:5]1[CH:6]=[C:2]([C:31]2[CH:32]=[CH:33][C:34]([CH3:37])=[N:35][CH:36]=2)[N:3]=[CH:4]1 |f:5.6.7,^1:52,54,73,92|. Reported procedure: To a solution of 4-Iodo-1-trityl-1H-imidazole (1 eq) in THF at room temperature was added ethylmagnesium bromide (1.2) under dry conditions. After stirring for 90 minutes, zinc chloride (1.2 eq) was added to the reaction mixture. After stirring for another 90 minutes, tetrakis(triphenylphosphine)palladium (10%) and 5-bromo-2-methylpyridine (1.2 eq) were added to the reaction mixture. Following that, the reaction mixture was heated in a 70° C. oil bath overnight. Upon cooling, the reaction was di...